From a dataset of the Open Reaction Database (ORD), a public repository of structured organic reaction records. describe an organic reaction: reactants, conditions, products, and yield The product is CCOC(Cc1ccc(OCc2nc(-c3ccc(OC(C)C)cc3)oc2C)cc1OC)C(=O)O. Reaction SMILES: [CH3:1][O:2][C:3]([CH:4]([CH2:5][c:6]1[c:7]([O:30][CH3:31])[cH:8][c:9]([O:12][CH2:13][c:14]2[n:15][c:16](-[c:20]3[cH:21][cH:22][c:23]([O:26][CH:27]([CH3:28])[CH3:29])[cH:24][cH:25]3)[o:17][c:18]2[CH3:19])[cH:10][cH:11]1)[O:32][CH2:33][CH3:34])=[O:35].[Li+:37].[OH-:36]>>[O:2]=[C:3]([CH:4]([CH2:5][c:6]1[c:7]([O:30][CH3:31])[cH:8][c:9]([O:12][CH2:13][c:14]2[n:15][c:16](-[c:20]3[cH:21][cH:22][c:23]([O:26][CH:27]([CH3:28])[CH3:29])[cH:24][cH:25]3)[o:17][c:18]2[CH3:19])[cH:10][cH:11]1)[O:32][CH2:33][CH3:34])[OH:35]. Starting materials: CCOC(Cc1ccc(OCc2nc(-c3ccc(OC(C)C)cc3)oc2C)cc1OC)C(=O)OC, [Li+], [OH-]. The reactants are N1=CC=C(C=C1)C(CC(=O)OCC)C (ethyl 3-(pyridin-4-yl)butanoate), N (ammonia). Yields the product N1=CC=C(C=C1)C(CC(=O)N)C (3-(pyridin-4-yl)butanamide). Isolated yield 47.0%. As a reaction SMILES: [N:1]1[CH:6]=[CH:5][C:4]([CH:7]([CH3:14])[CH2:8][C:9](OCC)=[O:10])=[CH:3][CH:2]=1.[NH3:15]>>[N:1]1[CH:6]=[CH:5][C:4]([CH:7]([CH3:14])[CH2:8][C:9]([NH2:15])=[O:10])=[CH:3][CH:2]=1. Procedure: A solution of ethyl 3-(pyridin-4-yl)butanoate (0.50 g, 2.59 mmol) in methanolic ammonia (10 ml) was heated to 100° C. in a pressure bomb for 48 h. The solvent was evaporated under reduced pressure to afford the crude compound, which was washed with n-pentane and dried under reduced pressure to afford 0.2 g (47%) of 3-(pyridin-4-yl)butanamide as an off-white solid. Starting materials: O(C1=CC=CC=C1)C1=CC=C(C=C1)CCN (2-(4-Phenoxyphenyl)ethylamine), C(CC)(=O)Cl (propionyl chloride). Solvent: C(Cl)Cl (methylene chloride), N1=CC=CC=C1 (pyridine), C(C)(=O)OCC (ethyl acetate). Procedure: To the solution of crude amine resulting from Example 67E in methylene chloride (20 mL) and pyridine (5 mL) was added propionyl chloride (3.0 mL, 34 mmol). After 6 hours, the reaction was diluted with ethyl acetate (80 mL), washed with water (20 mL), 10% aqueous hydrochloric acid (20 mL), water (20 mL), saturated copper sulfate (20 mL) and brine (20 mL), dried over anhydrous magnesium sulfate, filtered, and concentrated. The residue was purified by column chromatography eluting with 50% ethyl ac... Reaction SMILES: [O:1]([C:8]1[CH:13]=[CH:12][C:11]([CH2:14][CH2:15][NH2:16])=[CH:10][CH:9]=1)[C:2]1[CH:7]=[CH:6][CH:5]=[CH:4][CH:3]=1.[C:17](Cl)(=[O:20])[CH2:18][CH3:19]>C(Cl)Cl.N1C=CC=CC=1.C(OCC)(=O)C>[O:1]([C:8]1[CH:9]=[CH:10][C:11]([CH2:14][CH2:15][NH:16][C:17](=[O:20])[CH2:18][CH3:19])=[CH:12][CH:13]=1)[C:2]1[CH:7]=[CH:6][CH:5]=[CH:4][CH:3]=1. Product: O(C1=CC=CC=C1)C1=CC=C(C=C1)CCNC(CC)=O (N-(2-(4-Phenoxyphenyl)ethyl)propionamide). Conditions: time 6 hour.